From a dataset of the Open Reaction Database (ORD), a public repository of structured organic reaction records. describe an organic reaction: reactants, conditions, products, and yield Starting materials: Cc1ccc(B(O)O)cc1 (effective_coupling_partner), CC(C)(C)OC(=O)Oc2ccc1ccccc1c2 (substrate). Reagents/catalysts: dcypf. Conditions: temperature 60 celsius, time 4 hour. Product: Cc3ccc(c2ccc1ccccc1c2)cc3. Reactants: C1(CCCC1)N1C(=C(C2=CC(=C(C=C12)C)F)C(=O)O)C1=NC=C(C=C1)S(N[C@H](C(F)(F)F)C)(=O)=O ((S)-1-cyclopentyl-5-fluoro-6-methyl-2-(5-(N-(1,1,1-trifluoropropan-2-yl)sulfamoyl)pyridin-2-yl)-1H-indole-3-carboxylic acid), O=S(Cl)Cl (SOCl2). Run at temperature 66 celsius, time 2 hour. Yields the product C1(CCCC1)N1C(=C(C2=CC(=C(C=C12)C)F)C(=O)Cl)C1=NC=C(C=C1)S(N[C@H](C(F)(F)F)C)(=O)=O ((S)-1-cyclopentyl-5-fluoro-6-methyl-2-(5-(N-(1,1,1-trifluoropropan-2-yl)sulfamoyl)pyridin-2-yl)-1H-indole-3-carbonyl chloride). RXN SMILES: [CH:1]1([N:6]2[C:14]3[C:9](=[CH:10][C:11]([F:16])=[C:12]([CH3:15])[CH:13]=3)[C:8]([C:17](O)=[O:18])=[C:7]2[C:20]2[CH:25]=[CH:24][C:23]([S:26](=[O:35])(=[O:34])[NH:27][C@@H:28]([CH3:33])[C:29]([F:32])([F:31])[F:30])=[CH:22][N:21]=2)[CH2:5][CH2:4][CH2:3][CH2:2]1.O=S(Cl)[Cl:38]>>[CH:1]1([N:6]2[C:14]3[C:9](=[CH:10][C:11]([F:16])=[C:12]([CH3:15])[CH:13]=3)[C:8]([C:17]([Cl:38])=[O:18])=[C:7]2[C:20]2[CH:25]=[CH:24][C:23]([S:26](=[O:35])(=[O:34])[NH:27][C@@H:28]([CH3:33])[C:29]([F:32])([F:31])[F:30])=[CH:22][N:21]=2)[CH2:5][CH2:4][CH2:3][CH2:2]1. Reported procedure: A mixture of (S)-1-cyclopentyl-5-fluoro-6-methyl-2-(5-(N-(1,1,1-trifluoropropan-2-yl)sulfamoyl)pyridin-2-yl)-1H-indole-3-carboxylic acid (300 mg, 0.58 mmol) in SOCl2 (4 mL) was stirred at 66° C. for 2 h. Volatiles were removed by a stream of nitrogen followed by vacuum to give (S)-1-cyclopentyl-5-fluoro-6-methyl-2-(5-(N-(1,1,1-trifluoropropan-2-yl)sulfamoyl)pyridin-2-yl)-1H-indole-3-carbonyl chloride as a solid. The above prepared (S)-1-cyclopentyl-5-fluoro-6-methyl-2-(5-(N-(1,1,1-trifluoropropa...